From a dataset of the Open Reaction Database (ORD), a public repository of structured organic reaction records. describe an organic reaction: reactants, conditions, products, and yield Starting materials: F[B-](F)(F)F.[H+] (fluoroboric acid), BrC=1C(=CC(=C(C1)N)Cl)C (5-bromo-2-chloro-4-methyl-phenylamine), Cl (HCl), N(=O)[O-].[Na+] (sodium nitrite). The solvent is O (water). Run at temperature 80 celsius. Product: BrC1=C(C=C(C(=C1)F)Cl)C (1-Bromo-4-chloro-5-fluoro-2-methyl-benzene). Reaction SMILES: [Br:1][C:2]1[C:3]([CH3:10])=[CH:4][C:5]([Cl:9])=[C:6](N)[CH:7]=1.Cl.N([O-])=O.[Na+].[F:16][B-](F)(F)F.[H+]>O>[Br:1][C:2]1[CH:7]=[C:6]([F:16])[C:5]([Cl:9])=[CH:4][C:3]=1[CH3:10] |f:2.3,4.5|. Reported procedure: 1.25 mol of 5-bromo-2-chloro-4-methyl-phenylamine are added to 750 ml of concentrated aqueous HCl and the mixture is stirred at 80° C. until formation of a homogenous suspension, then the mixture is cooled to 0° C. and a solution of 1.38 mmol of sodium nitrite in 330 ml of water is added dropwise over 1 hour. The mixture is stirred for an additional 20 minutes and then a solution of 700 ml of fluoroboric acid (prepared by dissolving 264 g of boric acid in 744 ml of 40% aqueous hydrofluoric acid)...